From a dataset of the Open Reaction Database (ORD), a public repository of structured organic reaction records. describe an organic reaction: reactants, conditions, products, and yield The reactants are CCOC(=O)CBr, O=C([O-])[O-], [K+], [K+], Cc1cc(O)ccc1[N+](=O)[O-], CN(C)C=O. As a reaction SMILES: [Br:12][CH2:13][C:14](=[O:15])[O:16][CH2:17][CH3:18].[C:19](=[O:20])([O-:21])[O-:22].[K+:23].[K+:24].[N+:1](=[O:2])([O-:3])[c:4]1[c:5]([CH3:11])[cH:6][c:7]([OH:10])[cH:8][cH:9]1.[O:25]=[CH:26][N:27]([CH3:28])[CH3:29]>>[N+:1](=[O:2])([O-:3])[c:4]1[c:5]([CH3:11])[cH:6][c:7]([O:10][CH2:13][C:14](=[O:15])[O:16][CH2:17][CH3:18])[cH:8][cH:9]1. Product: CCOC(=O)COc1ccc([N+](=O)[O-])c(C)c1. Reactants: N1CC(C1)COC1=NC(=NC=C1C1=CC=C(C=C1)N1CCOCC1)N[C@@H]1CC[C@@H](CC1)C (4-((azetidin-3-yl)methoxy)-N-(cis-4-methylcyclohexyl)-5-(4-morpholinophenyl)pyrimidin-2-amine), CS(=O)(=O)Cl (methanesulfonyl chloride). Product: CS(=O)(=O)N1CC(C1)COC1=NC(=NC=C1C1=CC=C(C=C1)N1CCOCC1)N[C@@H]1CC[C@@H](CC1)C (4-((1-methylsulfonyl-azetidin-3-yl)methoxy)-N-(cis-4-methylcyclohexyl)-5-(4-morpholinophenyl)pyrimidin-2-amine). Yield: 87.0%. Reaction SMILES: [NH:1]1[CH2:4][CH:3]([CH2:5][O:6][C:7]2[C:12]([C:13]3[CH:18]=[CH:17][C:16]([N:19]4[CH2:24][CH2:23][O:22][CH2:21][CH2:20]4)=[CH:15][CH:14]=3)=[CH:11][N:10]=[C:9]([NH:25][C@H:26]3[CH2:31][CH2:30][C@@H:29]([CH3:32])[CH2:28][CH2:27]3)[N:8]=2)[CH2:2]1.[CH3:33][S:34](Cl)(=[O:36])=[O:35]>>[CH3:33][S:34]([N:1]1[CH2:2][CH:3]([CH2:5][O:6][C:7]2[C:12]([C:13]3[CH:14]=[CH:15][C:16]([N:19]4[CH2:20][CH2:21][O:22][CH2:23][CH2:24]4)=[CH:17][CH:18]=3)=[CH:11][N:10]=[C:9]([NH:25][C@H:26]3[CH2:31][CH2:30][C@@H:29]([CH3:32])[CH2:28][CH2:27]3)[N:8]=2)[CH2:4]1)(=[O:36])=[O:35]. Procedure details: Using the procedure of Example 1 Step 5, 4-((azetidin-3-yl)methoxy)-N-(cis-4-methylcyclohexyl)-5-(4-morpholinophenyl)pyrimidin-2-amine was reacted with methanesulfonyl chloride to provide the title compound in 87% yield. 1H NMR (CDCl3, 400 MHz) 8.09 (s, 1H), 7.34 (d, 2H), 6.93 (d, 2H), 5.17 (sb, 1H), 4.50 (d, 2H), 4.08 (m, 1H), 4.01 (m, 2H), 3.87 (m, 4H), 3.82 (m, 2H), 3.17 (m, 4H), 3.05 (m, 1H), 2.66 (s, 3H), 1.85-1.55 (m, 6H), 1.80-1.40 (m, 3H), 0.94 (d, 3H); MS (ESI) m/z: Calc: 515.3 (M). Fou... The reactants are OC(CCN1C(SCC1=O)CCCCCCC(=O)O)CCCCC (7-[3-(3-hydroxyoctyl)-4-oxo-2-thiazolidinyl]heptanoic acid), C(C)(=O)OC(C)=O (acetic anhydride). The solvent is C(C)(=O)OCC (ethyl acetate). Run at temperature 60 celsius. Product: C(C)(=O)OC(CCN1C(SCC1=O)CCCCCCC(=O)O)CCCCC (7-[3-(3-Acetyloxyoctyl)-4-oxo-2-thiazolidinyl]heptanoic Acid). As a reaction SMILES: [OH:1][CH:2]([CH2:20][CH2:21][CH2:22][CH2:23][CH3:24])[CH2:3][CH2:4][N:5]1[C:9](=[O:10])[CH2:8][S:7][CH:6]1[CH2:11][CH2:12][CH2:13][CH2:14][CH2:15][CH2:16][C:17]([OH:19])=[O:18].[C:25](OC(=O)C)(=[O:27])[CH3:26]>C(OCC)(=O)C>[C:25]([O:1][CH:2]([CH2:20][CH2:21][CH2:22][CH2:23][CH3:24])[CH2:3][CH2:4][N:5]1[C:9](=[O:10])[CH2:8][S:7][CH:6]1[CH2:11][CH2:12][CH2:13][CH2:14][CH2:15][CH2:16][C:17]([OH:19])=[O:18])(=[O:27])[CH3:26]. Reported procedure: A mixture of 7-[3-(3-hydroxyoctyl)-4-oxo-2-thiazolidinyl]heptanoic acid (9.0 g., 0.025 mole) and acetic anhydride (0.1 g., 0.06 mole) is heated at 60° C. for 18 hours. The resulting mixture is cooled to room temperature and dissolved in ethyl acetate providing a clear solution which is extracted with an ice-cold solution of sodium hydroxide (8 g.) in water (150 ml.). The basic solution is quickly separated and acidified with concentrated hydrochloric acid. The oily acid which separates is extrac... The reactants are ClC1=NC=C(C=N1)C1=CC=C(C=C1)Cl (2-chloro-5-(4-chlorophenyl)pyrimidine), C(C)(C)N1CCNCC1 (1-isopropylpiperazine). Product: Cl.Cl.ClC1=CC=C(C=C1)C=1C=NC(=NC1)N1CCN(CC1)C(C)C (5-(4-Chlorophenyl)-2-(4-isopropylpiperazin-1-yl)pyrimidine, dihydrochloride). Reaction SMILES: [Cl:1][C:2]1[N:7]=[CH:6][C:5]([C:8]2[CH:13]=[CH:12][C:11]([Cl:14])=[CH:10][CH:9]=2)=[CH:4][N:3]=1.[CH:15]([N:18]1[CH2:23][CH2:22][NH:21][CH2:20][CH2:19]1)([CH3:17])[CH3:16]>>[ClH:1].[ClH:1].[Cl:14][C:11]1[CH:12]=[CH:13][C:8]([C:5]2[CH:4]=[N:3][C:2]([N:21]3[CH2:22][CH2:23][N:18]([CH:15]([CH3:17])[CH3:16])[CH2:19][CH2:20]3)=[N:7][CH:6]=2)=[CH:9][CH:10]=1 |f:2.3.4|. Reported procedure: The title compound was prepared by a similar procedure to that described in Example 1, starting from 2-chloro-5-(4-chlorophenyl)pyrimidine and 1-isopropylpiperazine. The reactants are CS(C)=O, O, Cc1ccc(S(=O)(=O)OCC2COc3cc(C)c4c(c3O2)CC(=O)N4)cc1, NCc1cccs1. The product is Cc1cc2c(c3c1NC(=O)C3)OC(CNCc1cccs1)CO2. RXN SMILES: [CH3:36][S:37]([CH3:38])=[O:39].[OH2:35].[c:1]1([CH3:2])[cH:3][cH:4][c:5]([S:6]([O:7][CH2:11][CH:12]2[CH2:13][O:14][c:15]3[c:16]([c:17]4[c:21]([c:22]([CH3:24])[cH:23]3)[NH:20][C:19](=[O:25])[CH2:18]4)[O:26]2)(=[O:8])=[O:9])[cH:10][cH:27]1.[s:28]1[c:29]([CH2:33][NH2:34])[cH:30][cH:31][cH:32]1>>[CH2:11]([CH:12]1[CH2:13][O:14][c:15]2[c:16]([c:17]3[c:21]([c:22]([CH3:24])[cH:23]2)[NH:20][C:19](=[O:25])[CH2:18]3)[O:26]1)[NH:34][CH2:33][c:29]1[s:28][cH:32][cH:31][cH:30]1.